Dataset: the Open Reaction Database (ORD), a public repository of structured organic reaction records. Task: describe an organic reaction: reactants, conditions, products, and yield Reported procedure: To a suspension of 3.5 g. lithium aluminium hydride in 100 ml. tetrahydrofuran is added dropwise at ambient temperature a solution of 5.3 g. (19 mmole) 7,7-dimethyl-6,7-dihydro-2-(pyridin-4-yl)-3H,5H-pyrrolo[2,3-f]benzimidazol-6-one. The reaction mixture is heated to reflux for 6 hours, decomposed with an aqueous solution of sodium chloride, extracted with dichloromethane and methanol, dried, evaporated and chromatographed on silica gel, 1.9 g. (38% of theory) of the title compound being eluted;... Run in O1CCCC1 (tetrahydrofuran). As a reaction SMILES: [H-].[Al+3].[Li+].[H-].[H-].[H-].[CH3:7][C:8]1([CH3:27])[C:25]2[C:11](=[CH:12][C:13]3[NH:17][C:16]([C:18]4[CH:23]=[CH:22][N:21]=[CH:20][CH:19]=4)=[N:15][C:14]=3[CH:24]=2)[NH:10][C:9]1=O.[Cl-].[Na+]>O1CCCC1>[CH3:7][C:8]1([CH3:27])[C:25]2[C:11](=[CH:12][C:13]3[NH:17][C:16]([C:18]4[CH:23]=[CH:22][N:21]=[CH:20][CH:19]=4)=[N:15][C:14]=3[CH:24]=2)[NH:10][CH2:9]1 |f:0.1.2.3.4.5,7.8|. Product: CC1(CNC2=CC3=C(N=C(N3)C3=CC=NC=C3)C=C21)C (7,7-Dimethyl-6,7-dihydro-2-(pyridin-4-yl)-3H,5H-pyrrolo[2,3-f]benzimidazole). Starting materials: [H-].[Al+3].[Li+].[H-].[H-].[H-] (lithium aluminium hydride), CC1(C(NC2=CC3=C(N=C(N3)C3=CC=NC=C3)C=C21)=O)C (7,7-dimethyl-6,7-dihydro-2-(pyridin-4-yl)-3H,5H-pyrrolo[2,3-f]benzimidazol-6-one), [Cl-].[Na+] (sodium chloride). The reactants are Cc1ccc(C(=O)O)cc1-n1cc(-c2cccnc2)nn1, COc1c(N)cc(C(C)(C)C)cc1CN(C)CCN(C)C. The product is COc1c(CN(C)CCN(C)C)cc(C(C)(C)C)cc1NC(=O)c1ccc(C)c(-n2cc(-c3cccnc3)nn2)c1. As a reaction SMILES: [CH3:1][c:2]1[c:3](-[n:11]2[n:12][n:13][c:14](-[c:16]3[cH:17][n:18][cH:19][cH:20][cH:21]3)[cH:15]2)[cH:4][c:5]([C:6](=[O:7])[OH:8])[cH:9][cH:10]1.[NH2:22][c:23]1[c:24]([O:41][CH3:42])[c:25]([CH2:26][N:27]([CH2:28][CH2:29][N:30]([CH3:31])[CH3:32])[CH3:33])[cH:34][c:35]([C:37]([CH3:38])([CH3:39])[CH3:40])[cH:36]1>>[CH3:1][c:2]1[c:3](-[n:11]2[n:12][n:13][c:14](-[c:16]3[cH:17][n:18][cH:19][cH:20][cH:21]3)[cH:15]2)[cH:4][c:5]([C:6](=[O:8])[NH:22][c:23]2[c:24]([O:41][CH3:42])[c:25]([CH2:26][N:27]([CH2:28][CH2:29][N:30]([CH3:31])[CH3:32])[CH3:33])[cH:34][c:35]([C:37]([CH3:38])([CH3:39])[CH3:40])[cH:36]2)[cH:9][cH:10]1.